From a dataset of the Open Reaction Database (ORD), a public repository of structured organic reaction records. describe an organic reaction: reactants, conditions, products, and yield Starting materials: Nc1cc(C(F)(C(F)(F)F)C(F)(F)F)ccc1O, O=C(O)c1ccncc1, c1ccncc1. The product is O=C(Nc1cc(C(F)(C(F)(F)F)C(F)(F)F)ccc1O)c1ccncc1. As a reaction SMILES: [NH2:10][c:11]1[c:12]([OH:27])[cH:13][cH:14][c:15]([C:17]([C:18]([F:19])([F:20])[F:21])([C:22]([F:23])([F:24])[F:25])[F:26])[cH:16]1.[OH:1][C:2](=[O:3])[c:4]1[cH:5][cH:6][n:7][cH:8][cH:9]1.[cH:28]1[cH:29][cH:30][n:31][cH:32][cH:33]1>>[C:2](=[O:3])([c:4]1[cH:5][cH:6][n:7][cH:8][cH:9]1)[NH:10][c:11]1[c:12]([OH:27])[cH:13][cH:14][c:15]([C:17]([C:18]([F:19])([F:20])[F:21])([C:22]([F:23])([F:24])[F:25])[F:26])[cH:16]1.